Dataset: the Open Reaction Database (ORD), a public repository of structured organic reaction records. Task: describe an organic reaction: reactants, conditions, products, and yield Starting materials: BrC1=C(C(=O)C2=C(C=C(N2C)CC(=O)OCC)C)C=C(C=C1Br)Br (ethyl 5-(2',3',5'-tribromobenzoyl)-1,4-dimethylpyrrole-2-acetate), C(CC)I (n-propyl iodide). Yields the product C(C)C=1N(C(=C(C1)C)C(C1=C(C(=CC(=C1)Br)Br)Br)=O)C.C(CC)CC(=O)[O-] (ethyl 5-(2',3',5'-tribromobenzoyl)-1,4-dimethylpyrrole 2-(α-n-propyl)-acetate). As a reaction SMILES: [Br:1][C:2]1[C:22]([Br:23])=[CH:21][C:20]([Br:24])=[CH:19][C:3]=1[C:4]([C:6]1[N:10]([CH3:11])[C:9]([CH2:12][C:13]([O:15]CC)=[O:14])=[CH:8][C:7]=1[CH3:18])=[O:5].C(I)CC>>[CH2:12]([C:9]1[N:10]([CH3:11])[C:6]([C:4](=[O:5])[C:3]2[CH:19]=[C:20]([Br:24])[CH:21]=[C:22]([Br:23])[C:2]=2[Br:1])=[C:7]([CH3:18])[CH:8]=1)[CH3:13].[CH2:9]([CH2:12][C:13]([O-:15])=[O:14])[CH2:8][CH3:7] |f:2.3|. Procedure: The alkylation procedure of Example 77A is performed upon ethyl 5-(2',3',5'-tribromobenzoyl)-1,4-dimethylpyrrole-2-acetate (from Example 91), using an equivalent quantity of n-propyl iodide instead of methyl iodide used in Example 77A to yield ethyl 5-(2',3',5'-tribromobenzoyl)-1,4-dimethylpyrrole-2-(α-n-propyl)-acetate. Reactants: CCCCCC (hexane), BrC1=CC=C(C=C1)/C=C/CO ((E)-3-(4-bromophenyl)prop-2-en-1-ol), resultant mixture, [Cr](=O)(=O)([O-])O[Cr](=O)(=O)[O-].[NH+]1=CC=CC=C1.[NH+]1=CC=CC=C1 (pyridinium dichromate). Solvent: ClCCl (dichloromethane). Product: BrC1=CC=C(C=C1)/C=C/C=O ((E)-3-(4-bromophenyl)acrylaldehyde). Yield: 67.0%. RXN SMILES: [Br:1][C:2]1[CH:7]=[CH:6][C:5](/[CH:8]=[CH:9]/[CH2:10][OH:11])=[CH:4][CH:3]=1.[Cr](O[Cr]([O-])(=O)=O)([O-])(=O)=O.[NH+]1C=CC=CC=1.[NH+]1C=CC=CC=1.CCCCCC>ClCCl>[Br:1][C:2]1[CH:3]=[CH:4][C:5](/[CH:8]=[CH:9]/[CH:10]=[O:11])=[CH:6][CH:7]=1 |f:1.2.3|. Reported procedure: To the product of Example 7.1B (8.35 g, 39.2 mmol) dissolved in dichloromethane (151 mL) was added pyridinium dichromate (22.11 g, 58.8 mmol), and the resultant mixture was stirred for 16 hours at room temperature. A solution of hexane was added, and the resultant mixture filtered through diatomaceous earth, and then concentrated. Water was added to the residue, and the mixture was extracted with ethyl acetate. The organic layers were combined, dried and then concentrated. The residue was purifi... The reactants are FC(C=1C=C(C=CC1)N=C=O)(F)F (3-(trifluoromethyl)phenyl isocyanate), NC1=C2C(=NC=N1)N(N=C2C2=CC=C(C=C2)N)[C@@H]2CN(CC2)C(=O)OC(C)(C)C ((S)-tert-butyl 3-(4-amino-3-(4-aminophenyl)-1H-pyrazolo[3,4-d]pyrimidin-1-yl)pyrrolidine-1-carboxylate), C(=O)O (formic acid), Cl (HCl). Solvent: C(Cl)Cl (CH2Cl2), C(Cl)Cl (CH2Cl2). Run at time 6 hour. Product: NC1=C2C(=NC=N1)N(N=C2C2=CC=C(C=C2)NC(=O)NC2=CC(=CC=C2)C(F)(F)F)[C@@H]2CN(CC2)C(=O)NC2=CC(=CC=C2)C(F)(F)F ((S)-3-(4-amino-3-(4-(3-(3-(trifluoromethyl)phenyl)ureido)phenyl)-1H-pyrazolo[3,4-d]pyrimidin-1-yl)-N-(3-(trifluoromethyl)phenyl)pyrrolidine-1-carboxamide). As a reaction SMILES: [NH2:1][C:2]1[N:7]=[CH:6][N:5]=[C:4]2[N:8]([C@H:18]3[CH2:22][CH2:21][N:20]([C:23](OC(C)(C)C)=[O:24])[CH2:19]3)[N:9]=[C:10]([C:11]3[CH:16]=[CH:15][C:14]([NH2:17])=[CH:13][CH:12]=3)[C:3]=12.[F:30][C:31]([F:42])([F:41])[C:32]1[CH:33]=[C:34]([N:38]=[C:39]=[O:40])[CH:35]=[CH:36][CH:37]=1.C(O)=O.Cl>C(Cl)Cl>[NH2:1][C:2]1[N:7]=[CH:6][N:5]=[C:4]2[N:8]([C@H:18]3[CH2:22][CH2:21][N:20]([C:23]([NH:38][C:34]4[CH:35]=[CH:36][CH:37]=[C:32]([C:31]([F:30])([F:41])[F:42])[CH:33]=4)=[O:24])[CH2:19]3)[N:9]=[C:10]([C:11]3[CH:16]=[CH:15][C:14]([NH:17][C:39]([NH:38][C:34]4[CH:35]=[CH:36][CH:37]=[C:32]([C:31]([F:41])([F:42])[F:30])[CH:33]=4)=[O:40])=[CH:13][CH:12]=3)[C:3]=12. Procedure details: A solution of (S)-tert-butyl 3-(4-amino-3-(4-aminophenyl)-1H-pyrazolo[3,4-d]pyrimidin-1-yl)pyrrolidine-1-carboxylate (0.080 g, 0.17 mmol) in CH2Cl2 (10 mL) was cooled in an ice-water bath. To this, 3-(trifluoromethyl)phenyl isocyanate (0.026 mL, 0.19 mmol) diluted in CH2Cl2 (5 mL) was added dropwise. The reaction was allowed to warm to room temperature and left stirring for 6 hours. After, formic acid (5 mL) and concentrated HCl (0.5 mL) were added dropwise directly to the reaction mixture. Thre... Reactants: COC1=C(C=CC=C1)/C=C/C(=O)NC1(C(N(C2=CC=CC=C12)C1=CC=CC=C1)=O)CCC(=O)OCC (ethyl 3-[2,3-dihydro-3-[(E)-3-(2-methoxyphenyl)-2-propenoylamino]-2-oxo-1-phenyl-1H-indol-3-yl]propionate), C(C)O (ethanol). Reagents/catalysts: [C].[Pd] (palladium-carbon). Solvent: O1CCCC1 (tetrahydrofuran). Run at time 8 hour. The product is COC1=C(C=CC=C1)CCC(=O)NC1(C(N(C2=CC=CC=C12)C1=CC=CC=C1)=O)CCC(=O)OCC (ethyl 3-[2,3-dihydro-3-[3-(2-methoxyphenyl)propanoylamino]-2-oxo-1-phenyl-1H-indol-3-yl]propionate). The yield is 97.0%. Reaction SMILES: [CH3:1][O:2][C:3]1[CH:8]=[CH:7][CH:6]=[CH:5][C:4]=1/[CH:9]=[CH:10]/[C:11]([NH:13][C:14]1([CH2:30][CH2:31][C:32]([O:34][CH2:35][CH3:36])=[O:33])[C:22]2[C:17](=[CH:18][CH:19]=[CH:20][CH:21]=2)[N:16]([C:23]2[CH:28]=[CH:27][CH:26]=[CH:25][CH:24]=2)[C:15]1=[O:29])=[O:12].C(O)C>[C].[Pd].O1CCCC1>[CH3:1][O:2][C:3]1[CH:8]=[CH:7][CH:6]=[CH:5][C:4]=1[CH2:9][CH2:10][C:11]([NH:13][C:14]1([CH2:30][CH2:31][C:32]([O:34][CH2:35][CH3:36])=[O:33])[C:22]2[C:17](=[CH:18][CH:19]=[CH:20][CH:21]=2)[N:16]([C:23]2[CH:24]=[CH:25][CH:26]=[CH:27][CH:28]=2)[C:15]1=[O:29])=[O:12] |f:2.3|. Procedure: A mixture of 719 mg of ethyl 3-[2,3-dihydro-3-[(E)-3-(2-methoxyphenyl)-2-propenoylamino]-2-oxo-1-phenyl-1H-indol-3-yl]propionate, 20 ml of ethanol and 6 ml of tetrahydrofuran was hydrogenated on 100 mg of 10% palladium-carbon under hydrogen gas atmospheric pressure while stirring overnight. The catalyst was filtered off, and the solvent was removed from the filtrate by evaporation to afford 700 mg of ethyl 3-[2,3-dihydro-3-[3-(2-methoxyphenyl)propanoylamino]-2-oxo-1-phenyl-1H-indol-3-yl]propiona... Starting materials: C1CCC2=CC(=CC=C12)NC1CCN(CC1)CC1=CC(=NC=C1)C1=CC(=C(C(=C1)OC)OC)OC (4-(5-Indanylamino)-1-[[2-(3,4,5-trimethoxyphenyl)pyridin-4-yl]methyl]piperidine), ClCC=1C=CC(=NC1)C1=CC(=C(C(=C1)OC)OC)OC (5-chloromethyl-2-(3,4,5-trimethoxyphenyl)pyridine). The product is Cl.Cl.Cl.C1CCC2=CC(=CC=C12)N(CC=1C=CC(=NC1)C1=CC(=C(C(=C1)OC)OC)OC)C1CCN(CC1)CC=1C=CC(=NC1)C1=CC(=C(C(=C1)OC)OC)OC (4-[N-(Indan-5-yl)-N-[[2-(3,4,5-trimethoxyphenyl)pyridin-5-yl]methyl]amino]-1-[[2-(3,4,5-trimethoxyphenyl)pyridin-5-yl]methyl]piperidine Trihydrochloride). Reaction SMILES: [CH2:1]1[C:9]2[C:4](=[CH:5][C:6]([NH:10][CH:11]3[CH2:16][CH2:15][N:14]([CH2:17]C4C=CN=C(C5C=C(OC)C(OC)=C(OC)C=5)C=4)[CH2:13][CH2:12]3)=[CH:7][CH:8]=2)[CH2:3][CH2:2]1.[Cl:36][CH2:37][C:38]1[CH:39]=[CH:40][C:41]([C:44]2[CH:49]=[C:48]([O:50][CH3:51])[C:47]([O:52][CH3:53])=[C:46]([O:54][CH3:55])[CH:45]=2)=[N:42][CH:43]=1>>[ClH:36].[ClH:36].[ClH:36].[CH2:1]1[C:9]2[C:4](=[CH:5][C:6]([N:10]([CH:11]3[CH2:12][CH2:13][N:14]([CH2:17][C:38]4[CH:39]=[CH:40][C:41]([C:44]5[CH:49]=[C:48]([O:50][CH3:51])[C:47]([O:52][CH3:53])=[C:46]([O:54][CH3:55])[CH:45]=5)=[N:42][CH:43]=4)[CH2:15][CH2:16]3)[CH2:37][C:38]3[CH:39]=[CH:40][C:41]([C:44]4[CH:49]=[C:48]([O:50][CH3:51])[C:47]([O:52][CH3:53])=[C:46]([O:54][CH3:55])[CH:45]=4)=[N:42][CH:43]=3)=[CH:7][CH:8]=2)[CH2:3][CH2:2]1 |f:2.3.4.5|. Procedure details: 4-(5-Indanylamino)-1-[[2-(3,4,5-trimethoxyphenyl)pyridin-4-yl]methyl]piperidine (143 mg) and 5-chloromethyl-2-(3,4,5-trimethoxyphenyl)pyridine (114 mg) were condensed in the same manner as described in Example 9. The title compound was obtained as yellow powder after converting a free base to a trihydrochloride. Starting materials: CO, CCOC(=O)c1ncc2c(ccn2Cc2ccc(F)cc2)c1C#CCO, [Pd]. Product: CCOC(=O)c1ncc2c(ccn2Cc2ccc(F)cc2)c1CCCO. RXN SMILES: [CH3:27][OH:28].[F:1][c:2]1[cH:3][cH:4][c:5]([CH2:6][n:7]2[cH:8][cH:9][c:10]3[c:11]2[cH:12][n:13][c:14]([C:20](=[O:21])[O:22][CH2:23][CH3:24])[c:15]3[C:16]#[C:17][CH2:18][OH:19])[cH:25][cH:26]1.[Pd:29]>>[F:1][c:2]1[cH:3][cH:4][c:5]([CH2:6][n:7]2[cH:8][cH:9][c:10]3[c:11]2[cH:12][n:13][c:14]([C:20](=[O:21])[O:22][CH2:23][CH3:24])[c:15]3[CH2:16][CH2:17][CH2:18][OH:19])[cH:25][cH:26]1. Reactants: NC1=C(C=C(C=N1)S(=O)(=O)C=1C=C(SC1SC)C(=O)N)Br (4-(6-amino-5-bromo-pyridine-3-sulfonyl)-5-methylsulfanyl-thiophene-2-carboxylic acid amide), C(C)O (ethanol), C1(=C(C=CC=C1)C1=C(C=CC=C1)B(O)O)C (o-tolyl phenyl boronic acid), C(=O)([O-])[O-].[Na+].[Na+] (Na2CO3). Reagents/catalysts: C=1C=CC(=CC1)[P](C=2C=CC=CC2)(C=3C=CC=CC3)[Pd]([P](C=4C=CC=CC4)(C=5C=CC=CC5)C=6C=CC=CC6)([P](C=7C=CC=CC7)(C=8C=CC=CC8)C=9C=CC=CC9)[P](C=1C=CC=CC1)(C=1C=CC=CC1)C=1C=CC=CC1 (Pd(PPh3)4). Run in C1(=CC=CC=C1)C (toluene). The product is NC1=C(C=C(C=N1)S(=O)(=O)C=1C=C(SC1SC)C(=O)N)C1=C(C=CC=C1)C (4-(6-Amino-5-o-tolyl-pyridine-3-sulfonyl)-5-methylsulfanyl-thiophene-2-carboxylic acid amide). Yield: 32.0%. Reaction SMILES: [NH2:1][C:2]1[N:7]=[CH:6][C:5]([S:8]([C:11]2[CH:12]=[C:13]([C:18]([NH2:20])=[O:19])[S:14][C:15]=2[S:16][CH3:17])(=[O:10])=[O:9])=[CH:4][C:3]=1Br.[C:22]1([CH3:37])[CH:27]=[CH:26][CH:25]=[CH:24][C:23]=1C1C=CC=CC=1B(O)O.C([O-])([O-])=O.[Na+].[Na+].C(O)C>C1C=CC([P]([Pd]([P](C2C=CC=CC=2)(C2C=CC=CC=2)C2C=CC=CC=2)([P](C2C=CC=CC=2)(C2C=CC=CC=2)C2C=CC=CC=2)[P](C2C=CC=CC=2)(C2C=CC=CC=2)C2C=CC=CC=2)(C2C=CC=CC=2)C2C=CC=CC=2)=CC=1.C1(C)C=CC=CC=1>[NH2:1][C:2]1[N:7]=[CH:6][C:5]([S:8]([C:11]2[CH:12]=[C:13]([C:18]([NH2:20])=[O:19])[S:14][C:15]=2[S:16][CH3:17])(=[O:10])=[O:9])=[CH:4][C:3]=1[C:23]1[CH:24]=[CH:25][CH:26]=[CH:27][C:22]=1[CH3:37] |f:2.3.4,^1:50,52,71,90|. Reported procedure: The procedure as in Example 1: step c was followed using 4-(6-amino-5-bromo-pyridine-3-sulfonyl)-5-methylsulfanyl-thiophene-2-carboxylic acid amide (25 mg, 0.06 mmol, Example 120: step a), o-tolyl phenyl boronic acid (33 mg, 0.25 mmol), Pd(PPh3)4 (14 mg, 0.01 mmol), aqueous Na2CO3 (2M, 0.4 mL), ethanol (0.4 mL) and toluene (0.8 mL). Purification by preparative SiO2 chromatography (25% EtOAc in hexanes) of the residue yielded the title compound (7.4 mg, 32%) as a brown solid. ESI-MS (m/z): Calcd.... Reactants: COc1ccc(C(C)(C)C#N)cc1Br, C1CCOC1, Cl. Yields the product COc1ccc(C(C)(C)C=O)cc1Br. Reaction SMILES: [Br:1][c:2]1[cH:3][c:4]([C:10]([C:11]#[N:12])([CH3:13])[CH3:14])[cH:5][cH:6][c:7]1[O:8][CH3:9].[CH2:16]1[CH2:19][CH2:18][CH2:17][O:20]1.[ClH:15]>>[Br:1][c:2]1[cH:3][c:4]([C:10]([CH:11]=[O:20])([CH3:13])[CH3:14])[cH:5][cH:6][c:7]1[O:8][CH3:9].